Dataset: the Open Reaction Database (ORD), a public repository of structured organic reaction records. Task: describe an organic reaction: reactants, conditions, products, and yield Reactants: CO (Methanol), OC1=CC=C2C(C(CSC2=C1)(C)C1=CC=C(C=C1)O)CCCCCCCCCSCCCC(C(F)(F)F)(F)F ((3RS,4RS)-7-hydroxy-3-(4-hydroxyphenyl)-3-methyl-4-[9-(4,4,5,5,5-pentafluoropentylthio)nonyl]thiochroman), NaIO4. Solvent: O (water), O (Water). Conditions: time 3.5 hour. Product: OC1=CC=C2C(C(CSC2=C1)(C)C1=CC=C(C=C1)O)CCCCCCCCCS(=O)CCCC(C(F)(F)F)(F)F ((3RS,4RS)-7-hydroxy-3-(4-hydroxyphenyl)-3-methyl-4-[9-(4,4,5,5,5-pentafluoropentylsulfinyl)nonyl]thiochroman). The yield is 45.0%. RXN SMILES: C[OH:2].[OH:3][C:4]1[CH:13]=[C:12]2[C:7]([CH:8]([CH2:22][CH2:23][CH2:24][CH2:25][CH2:26][CH2:27][CH2:28][CH2:29][CH2:30][S:31][CH2:32][CH2:33][CH2:34][C:35]([F:41])([F:40])[C:36]([F:39])([F:38])[F:37])[C:9]([C:15]3[CH:20]=[CH:19][C:18]([OH:21])=[CH:17][CH:16]=3)([CH3:14])[CH2:10][S:11]2)=[CH:6][CH:5]=1>O>[OH:3][C:4]1[CH:13]=[C:12]2[C:7]([CH:8]([CH2:22][CH2:23][CH2:24][CH2:25][CH2:26][CH2:27][CH2:28][CH2:29][CH2:30][S:31]([CH2:32][CH2:33][CH2:34][C:35]([F:41])([F:40])[C:36]([F:37])([F:38])[F:39])=[O:2])[C:9]([C:15]3[CH:16]=[CH:17][C:18]([OH:21])=[CH:19][CH:20]=3)([CH3:14])[CH2:10][S:11]2)=[CH:6][CH:5]=1. Reported procedure: Methanol (16 ml) and water (4 ml) were added to the mixture of (3RS,4RS)-7-hydroxy-3-(4-hydroxyphenyl)-3-methyl-4-[9-(4,4,5,5,5-pentafluoropentylthio)nonyl]thiochroman (85 mg, 0.14 mmol) obtained in Example 33 and NaIO4 (34 mg, 0.16 mmol), and the reaction mixture was stirred for 3.5 hours at room temperature. Water was added to the reaction solution which was then extracted with ethyl acetate. The extract was dried over anhydrous magnesium sulfate and then purified with preparative TLC (n-hexan...